From a dataset of the Open Reaction Database (ORD), a public repository of structured organic reaction records. describe an organic reaction: reactants, conditions, products, and yield Starting materials: COC(=O)C1=CN=C(S1)N1CCN(CC1)C(C1=C(C=CC=C1)C(F)(F)F)=O (2-[4-(2-trifluoromethylbenzoyl)piperazin-1-yl]thiazole-5-carboxylic acid methyl ester), C(CCCC)N (amylamine), [C-]#N.[Na+] (NaCN). Run at time 8 hour. Product: C(CCCC)NC(=O)C1=CN=C(S1)N1CCN(CC1)C(C1=C(C=CC=C1)C(F)(F)F)=O (2-[4-(2-TRIFLUOROMETHYLBENZOYL)PIPERAZIN-1-YL]-THIAZOLE-5-CARBOXYLIC ACID PENTYLAMIDE). RXN SMILES: CO[C:3]([C:5]1[S:9][C:8]([N:10]2[CH2:15][CH2:14][N:13]([C:16](=[O:27])[C:17]3[CH:22]=[CH:21][CH:20]=[CH:19][C:18]=3[C:23]([F:26])([F:25])[F:24])[CH2:12][CH2:11]2)=[N:7][CH:6]=1)=[O:4].[CH2:28]([NH2:33])[CH2:29][CH2:30][CH2:31][CH3:32].[C-]#N.[Na+]>>[CH2:28]([NH:33][C:3]([C:5]1[S:9][C:8]([N:10]2[CH2:11][CH2:12][N:13]([C:16](=[O:27])[C:17]3[CH:22]=[CH:21][CH:20]=[CH:19][C:18]=3[C:23]([F:26])([F:25])[F:24])[CH2:14][CH2:15]2)=[N:7][CH:6]=1)=[O:4])[CH2:29][CH2:30][CH2:31][CH3:32] |f:2.3|. Procedure: A mixture of 2-[4-(2-trifluoromethylbenzoyl)piperazin-1-yl]thiazole-5-carboxylic acid methyl ester (0.317 g, 0.79 mmol), amylamine (2.0 mL) and NaCN (0.078 g, 1.59 mmol) was stirred at room temperature overnight. The title compound was obtained as a white powder after purification by column chromatography (0.207 g, 8.5% in 2 steps). m.p. 92-94° C. 1H NMR (300 MHz, CDCl3) δ 7.72 (d, J=7.5 Hz, 1H), 7.63-7.51 (m, 2H), 7.39 (s, 1H), 7.33 (d, J=7.5 Hz, 1H), 7.14-7.05 (m, 1H), 4.05-3.82 (m, 2H), 3.65-...